From a dataset of the Open Reaction Database (ORD), a public repository of structured organic reaction records. describe an organic reaction: reactants, conditions, products, and yield Reaction SMILES: [CH3:22][C:23](=[O:24])[O:25][C:26](=[O:27])[CH3:28].[CH3:29][C:30](=[O:31])[OH:32].[Cl:33][CH2:34][Cl:35].[NH2:1][c:2]1[cH:3][cH:4][c:5](-[c:7]2[s:8][c:9]3[c:10]([n:11]2)[C:12](=[O:21])[c:13]2[cH:14][cH:15][cH:16][cH:17][c:18]2[C:19]3=[O:20])[o:6]1>>[NH:1]([c:2]1[cH:3][cH:4][c:5](-[c:7]2[s:8][c:9]3[c:10]([n:11]2)[C:12](=[O:21])[c:13]2[cH:14][cH:15][cH:16][cH:17][c:18]2[C:19]3=[O:20])[o:6]1)[C:23]([CH3:22])=[O:24]. Product: CC(=O)Nc1ccc(-c2nc3c(s2)C(=O)c2ccccc2C3=O)o1. Reactants: CC(=O)OC(C)=O, CC(=O)O, ClCCl, Nc1ccc(-c2nc3c(s2)C(=O)c2ccccc2C3=O)o1. The reactants are BrCC1=CC(=CC=C1)[N+](=O)[O-] (1-(Bromomethyl)-3-nitrobenzene), N1CCCC1 (pyrrolidine), C(=O)([O-])[O-].[K+].[K+] (K2CO3). Solvent: C1CCOC1 (THF). Conditions: time 18 hour. The product is [N+](=O)([O-])C=1C=C(CN2CCCC2)C=CC1 (1-(3-nitrobenzyl)pyrrolidine). RXN SMILES: Br[CH2:2][C:3]1[CH:8]=[CH:7][CH:6]=[C:5]([N+:9]([O-:11])=[O:10])[CH:4]=1.[NH:12]1[CH2:16][CH2:15][CH2:14][CH2:13]1.C([O-])([O-])=O.[K+].[K+]>C1COCC1>[N+:9]([C:5]1[CH:4]=[C:3]([CH:8]=[CH:7][CH:6]=1)[CH2:2][N:12]1[CH2:16][CH2:15][CH2:14][CH2:13]1)([O-:11])=[O:10] |f:2.3.4|. Procedure details: 1-(Bromomethyl)-3-nitrobenzene (51; 5 g, 23.1 mmol) was taken up in 100 mL of anhydrous THF along with pyrrolidine (2.3 mL, 27.72 mmol) and K2CO3 (4.8 g, 34.6 mmol). The reaction mixture was stirred at room temperature for 18 h and then filtered. The filtrate was concentrated under reduced pressure to afford 1-(3-nitrobenzyl)pyrrolidine 52. This material 52 was taken up in 100 mL of absolute EtOH and 10% Pd on C (300 mg) was added. The resulting reaction mixture was stirred at room temperature u...